Dataset: the Open Reaction Database (ORD), a public repository of structured organic reaction records. Task: describe an organic reaction: reactants, conditions, products, and yield Reactants: N(=[N+]=[N-])C=1C=C(CN2C=C(C3=C(C=C(C=C23)F)F)S(=O)(=O)CC(=O)NC2=NC=CC=C2)C=CC1 (2-((1-(3-azidobenzyl)-4,6-difluoro-1H-indol-3-yl)sulfonyl)-N-(pyridin-2-yl)acetamide), C[Si](C)(C)C#C (trimethylsilyl acetylene), O=C1C(O)=C([O-])[C@H](O1)[C@@H](O)CO.[Na+] (sodium ascorbate). The reagents and catalysts are S(=O)(=O)([O-])[O-].[Cu+2] (copper sulfate). Run at time 24 hour. The product is N1(N=NC=C1)C=1C=C(CN2C=C(C3=C(C=C(C=C23)F)F)S(=O)(=O)CC(=O)NC2=NC=CC=C2)C=CC1 (2-((1-(3-(1H-1,2,3-triazol-1-yl)benzyl)-4,6-difluoro-1H-indol-3-yl)sulfonyl)-N-(pyridin-2-yl)acetamide). As a reaction SMILES: [N:1]([C:4]1[CH:5]=[C:6]([CH:32]=[CH:33][CH:34]=1)[CH2:7][N:8]1[C:16]2[C:11](=[C:12]([F:18])[CH:13]=[C:14]([F:17])[CH:15]=2)[C:10]([S:19]([CH2:22][C:23]([NH:25][C:26]2[CH:31]=[CH:30][CH:29]=[CH:28][N:27]=2)=[O:24])(=[O:21])=[O:20])=[CH:9]1)=[N+:2]=[N-:3].C[Si]([C:39]#[CH:40])(C)C.O=C1O[C@H]([C@H](CO)O)C([O-])=C1O.[Na+]>S([O-])([O-])(=O)=O.[Cu+2]>[N:1]1([C:4]2[CH:5]=[C:6]([CH:32]=[CH:33][CH:34]=2)[CH2:7][N:8]2[C:16]3[C:11](=[C:12]([F:18])[CH:13]=[C:14]([F:17])[CH:15]=3)[C:10]([S:19]([CH2:22][C:23]([NH:25][C:26]3[CH:31]=[CH:30][CH:29]=[CH:28][N:27]=3)=[O:24])(=[O:21])=[O:20])=[CH:9]2)[CH:40]=[CH:39][N:3]=[N:2]1 |f:2.3,4.5|. Procedure: In a 5-mL conical microwave vial equipped with a stir bar, 2-((1-(3-bromobenzyl)-4,6-difluoro-1H-indol-3-yl)sulfonyl)-N-(pyridin-2-yl)acetamide (30 mg, 0.058 mmol, Example 7), sodium azide (10 mg, 0.15 mmol)), CuI (2.5 mg, 0.013 mmol), N,N′-dimethylaminediamine (2.0 mg, 0.23 mmol), and sodium ascorbate (5.0 mg, 0.025 mmol) were massed. The reagents were suspended in ethanol/water (2:1, 5 mL) and the vial was sealed with a crimped cap. The reaction was heated to 120° C. with microwave irradiation... Starting materials: [K+].BrC=1C=C(C=CC1)C=CC(C(=O)[O-])=O (4-(3-bromo-phenyl)-2-oxo-3-butenoic acid potassium salt), CI (methyl iodide), CN(C=O)C (N,N-dimethylformamide). Solvent: O (water). Reaction conditions: temperature 75 celsius, time 4 hour. Yields the product COC(C(C=CC1=CC(=CC=C1)Br)=O)=O (4-(3-bromo-phenyl)-2-oxo-3-butenoic acid methyl ester). RXN SMILES: [K+].[Br:2][C:3]1[CH:4]=[C:5]([CH:9]=[CH:10][C:11](=[O:15])[C:12]([O-:14])=[O:13])[CH:6]=[CH:7][CH:8]=1.CI.[CH3:18]N(C)C=O>O>[CH3:18][O:13][C:12](=[O:14])[C:11](=[O:15])[CH:10]=[CH:9][C:5]1[CH:6]=[CH:7][CH:8]=[C:3]([Br:2])[CH:4]=1 |f:0.1|. Procedure: 4-(3-Bromo-phenyl)-2-oxo-3-butenoic acid potassium salt (41.0 g, 140.0 mmol) prepared in Step 1 and methyl iodide (15.0 mL, 238.0 mmol) were added to N,N-dimethylformamide (200.0 mL). The reaction mixture was stirred at 75° C. for 4 hours and then distilled water was added thereto. The reaction mixture was extracted with ethyl acetate. The extract was washed with a saturated solution of sodium hydrogen carbonate and brine, dried on anhydrous magnesium sulfate, and then concentrated under reduced... Reactants: O=c1c2cc(Cl)ccc2nc(CCl)n1-c1ccccc1Cl, [K+], [K+], O=C([O-])[O-], CN(C)C=O, O, Sc1ncnc2nc[nH]c12. Product: O=c1c2cc(Cl)ccc2nc(CSc2ncnc3[nH]cnc23)n1-c1ccccc1Cl. Reaction SMILES: [Cl:1][c:2]1[cH:3][c:4]2[c:5](=[O:21])[n:6](-[c:14]3[c:15]([Cl:20])[cH:16][cH:17][cH:18][cH:19]3)[c:7]([CH2:12][Cl:13])[n:8][c:9]2[cH:10][cH:11]1.[K+:33].[K+:34].[O-:35][C:36]([O-:37])=[O:38].[O:39]=[CH:40][N:41]([CH3:42])[CH3:43].[OH2:22].[SH:23][c:24]1[c:25]2[nH:26][cH:27][n:28][c:29]2[n:30][cH:31][n:32]1>>[Cl:1][c:2]1[cH:3][c:4]2[c:5](=[O:21])[n:6](-[c:14]3[c:15]([Cl:20])[cH:16][cH:17][cH:18][cH:19]3)[c:7]([CH2:12][S:23][c:24]3[c:25]4[n:26][cH:27][nH:28][c:29]4[n:30][cH:31][n:32]3)[n:8][c:9]2[cH:10][cH:11]1.